Dataset: the Open Reaction Database (ORD), a public repository of structured organic reaction records. Task: describe an organic reaction: reactants, conditions, products, and yield Reported procedure: Using tert-butyl ((2S)-1-((2-(4-(((1R)-2,2-difluorocyclopropyl)methoxy)-3-fluoro-5-methoxyphenyl)[1,3]oxazolo[4,5-c]pyridin-6-yl)oxy)propan-2-yl)carbamate and 4-nitrophenyl carbonochloridate, and in the same manner as in Example 59, the title compound was obtained. The reactants are FC1([C@H](C1)COC1=C(C=C(C=C1OC)C=1OC2=C(C=NC(=C2)OC[C@H](C)NC(OC(C)(C)C)=O)N1)F)F (tert-butyl ((2S)-1-((2-(4-(((1R)-2,2-difluorocyclopropyl)methoxy)-3-fluoro-5-methoxyphenyl)[1,3]oxazolo[4,5-c]pyridin-6-yl)oxy)propan-2-yl)carbamate), C(OC1=CC=C(C=C1)[N+](=O)[O-])(=O)Cl (4-nitrophenyl carbonochloridate). Yields the product FC1([C@H](C1)COC1=C(C=C(C=C1OC)C=1OC2=C(C=NC(=C2)OC[C@H](C)NC(=O)N)N1)F)F (1-((2S)-1-((2-(4-(((1R)-2,2-difluorocyclopropyl)methoxy)-3-fluoro-5-methoxyphenyl)[1,3]oxazolo[4,5-c]pyridin-6-yl)oxy)propan-2-yl)urea). RXN SMILES: [F:1][C:2]1([F:37])[CH2:4][C@@H:3]1[CH2:5][O:6][C:7]1[C:12]([O:13][CH3:14])=[CH:11][C:10]([C:15]2[O:16][C:17]3[CH:22]=[C:21]([O:23][CH2:24][C@@H:25]([NH:27][C:28](=O)[O:29]C(C)(C)C)[CH3:26])[N:20]=[CH:19][C:18]=3[N:35]=2)=[CH:9][C:8]=1[F:36].C(Cl)(=O)OC1C=CC([N+:46]([O-])=O)=CC=1>>[F:37][C:2]1([F:1])[CH2:4][C@@H:3]1[CH2:5][O:6][C:7]1[C:12]([O:13][CH3:14])=[CH:11][C:10]([C:15]2[O:16][C:17]3[CH:22]=[C:21]([O:23][CH2:24][C@@H:25]([NH:27][C:28]([NH2:46])=[O:29])[CH3:26])[N:20]=[CH:19][C:18]=3[N:35]=2)=[CH:9][C:8]=1[F:36]. The reactants are O=C1CCC(=O)N1Br, O=C(O)C=CC=Cc1cn(C2CC(O)C(CO)O2)c(=O)[nH]c1=O, O=C=O, CN(C)C=O. Product: O=c1[nH]c(=O)n(C2CC(O)C(CO)O2)cc1C=CC=CBr. RXN SMILES: [Br:24][N:25]1[C:26](=[O:27])[CH2:28][CH2:29][C:30]1=[O:31].[C:1]([OH:2])(=[O:3])[CH:4]=[CH:5][CH:6]=[CH:7][c:8]1[c:9](=[O:23])[nH:10][c:11](=[O:22])[n:12]([CH:13]2[CH2:14][CH:15]([OH:16])[CH:17]([CH2:18][OH:19])[O:20]2)[cH:21]1.[C:32](=[O:33])=[O:34].[O:35]=[CH:36][N:37]([CH3:38])[CH3:39]>>[CH:4](=[CH:5][CH:6]=[CH:7][c:8]1[c:9](=[O:23])[nH:10][c:11](=[O:22])[n:12]([CH:13]2[CH2:14][CH:15]([OH:16])[CH:17]([CH2:18][OH:19])[O:20]2)[cH:21]1)[Br:24].